This data is from the Open Reaction Database (ORD), a public repository of structured organic reaction records. The task is: describe an organic reaction: reactants, conditions, products, and yield The reactants are C(#N)C=1C=CC(=C(C1)[N+](=O)[O-])OC (5-Cyano-2-methoxynitrobenzene), stannous chloride dihydrate. Solvent: C(C)O (ethanol). Yields the product C(#N)C=1C=CC(=C(N)C1)OC (5-Cyano-2-methoxyaniline). Yield: 94.3%. RXN SMILES: [C:1]([C:3]1[CH:4]=[CH:5][C:6]([O:12][CH3:13])=[C:7]([N+:9]([O-])=O)[CH:8]=1)#[N:2]>C(O)C>[C:1]([C:3]1[CH:4]=[CH:5][C:6]([O:12][CH3:13])=[C:7]([CH:8]=1)[NH2:9])#[N:2]. Procedure details: A mixture of 8.8 g of Compound 18A and 46.8 g of stannous chloride dihydrate in 250 mL of 95% ethanol was refluxed for 1 hour. The solvent was evaporated off in vacuo and the residue was taken up with 200 mL of water. The mixture was acidified with 37% HCl, then alkalinised with 35% sodium hydroxide and extracted with 3×200 mL of diethyl ether. The combined organic layers were washed with 50 mL of water, dried over sodium sulphate and evaporated to dryness in vacuo to afford 6.90 g (94.2%) of Co...